From a dataset of the Open Reaction Database (ORD), a public repository of structured organic reaction records. describe an organic reaction: reactants, conditions, products, and yield Reactants: CC(=O)[O-], ClC(Cl)Cl, O=S([O-])c1ccc(Cl)cc1, [K+], [Na+], O=S(Cl)Cl, OCc1nccs1. Product: O=S(=O)(Cc1nccs1)c1ccc(Cl)cc1. RXN SMILES: [CH3:24][C:25](=[O:26])[O-:27].[CH:28]([Cl:29])([Cl:30])[Cl:31].[Cl:12][c:13]1[cH:14][cH:15][c:16]([S:19](=[O:20])[O-:21])[cH:17][cH:18]1.[K+:23].[Na+:22].[S:8]([Cl:9])([Cl:10])=[O:11].[s:1]1[c:2]([CH2:6][OH:7])[n:3][cH:4][cH:5]1>>[s:1]1[c:2]([CH2:6][S:19]([c:16]2[cH:15][cH:14][c:13]([Cl:12])[cH:18][cH:17]2)(=[O:20])=[O:21])[n:3][cH:4][cH:5]1. The reactants are C1CCOC1, CO, C[Si](C)(C)c1[nH]nnc1-c1ccncc1Nc1ccc(I)cc1F, [Na+], [OH-]. The product is Fc1cc(I)ccc1Nc1cnccc1-c1c[nH]nn1. Reaction SMILES: [CH2:27]1[O:28][CH2:29][CH2:30][CH2:31]1.[CH3:32][OH:33].[F:1][c:2]1[c:3]([NH:9][c:10]2[cH:11][n:12][cH:13][cH:14][c:15]2-[c:16]2[n:17][n:18][nH:19][c:20]2[Si:21]([CH3:22])([CH3:23])[CH3:24])[cH:4][cH:5][c:6]([I:8])[cH:7]1.[Na+:26].[OH-:25]>>[F:1][c:2]1[c:3]([NH:9][c:10]2[cH:11][n:12][cH:13][cH:14][c:15]2-[c:16]2[n:17][n:18][nH:19][cH:20]2)[cH:4][cH:5][c:6]([I:8])[cH:7]1. The reactants are C(=O)([O-])[O-].[Na+].[Na+] (Na2CO3), ClC(=O)OCC (ethyl chloroformate), C(=O)([O-])[O-].[Na+].[Na+] (Na2CO3), ClC(=O)OCC (ethyl chloroformate), NC=1C=C(C(=O)OC)C=CC1C=O (methyl 3-amino-4-formylbenzoate). Reagents/catalysts: ClC(=O)OCC (ethyl chloroformate), ClC(=O)OCC (ethyl chloroformate). Run in C(=O)(O)[O-].[Na+] (NaHCO3), C1CCOC1 (THF), C(=O)(O)[O-].[Na+] (NaHCO3), O (H2O). Conditions: time 50 minute. Product: C(C)OC(=O)NC=1C=C(C(=O)OC)C=CC1C=O (Methyl 3-[(ethoxycarbonyl)amino]-4-formylbenzoate). Isolated yield 41.4%. RXN SMILES: [NH2:1][C:2]1[CH:3]=[C:4]([CH:9]=[CH:10][C:11]=1[CH:12]=[O:13])[C:5]([O:7][CH3:8])=[O:6].Cl[C:15]([O:17][CH2:18][CH3:19])=[O:16].C([O-])([O-])=O.[Na+].[Na+]>C1COCC1.C([O-])(O)=O.[Na+].O.ClC(OCC)=O>[CH2:18]([O:17][C:15]([NH:1][C:2]1[CH:3]=[C:4]([CH:9]=[CH:10][C:11]=1[CH:12]=[O:13])[C:5]([O:7][CH3:8])=[O:6])=[O:16])[CH3:19] |f:2.3.4,6.7|. Procedure: To a mixture of methyl 3-amino-4-formylbenzoate (110 mg, 0.614 mmol) in 6 mL THF plus 4 mL saturated NaHCO3 and 1 mL H2O at rt was added ethyl chloroformate (0.070 mL, 0.737 mmol) at the reaction stirred at rt. After 50 min, an additional 0.5 mL saturated NaHCO3 and 5 drops ethyl chloroformate was added. At 17.5 hours the mixture was heated to 60° C., 1 mL saturated Na2CO3 added, and 5 drops ethyl chloroformate added. Then to push reaction to completion, a small scoop of solid Na2CO3 was added a... Reactants: CC(=O)OC(C)(C)C, CCOC(=O)c1cccc(-n2ccnc2SC)c1, [Li]. The product is CSc1nccn1-c1cccc(C(=O)CC(=O)OC(C)(C)C)c1. As a reaction SMILES: [C:19]([CH3:20])(=[O:21])[O:22][C:23]([CH3:24])([CH3:25])[CH3:26].[CH3:1][S:2][c:3]1[n:4](-[c:8]2[cH:9][c:10]([C:11]([O:13][CH2:12][CH3:14])=[O:15])[cH:16][cH:17][cH:18]2)[cH:5][cH:6][n:7]1.[Li:27]>>[CH3:1][S:2][c:3]1[n:4](-[c:8]2[cH:9][c:10]([C:11](=[O:13])[CH2:20][C:19](=[O:21])[O:22][C:23]([CH3:24])([CH3:25])[CH3:26])[cH:16][cH:17][cH:18]2)[cH:5][cH:6][n:7]1.